From a dataset of the Open Reaction Database (ORD), a public repository of structured organic reaction records. describe an organic reaction: reactants, conditions, products, and yield Reactants: C(CCC=C)(=O)OCC1=CC=CC=C1 (Benzyl pent-4-enoate), C(C)(=O)O (acetic acid), CN(C(=O)N)N=O (N-Methyl-N-nitrosourea), ice, [OH-].[Na+] (NaOH). Reagents/catalysts: CC(=O)[O-].CC(=O)[O-].[Pd+2] (Pd(OAc)2). Solvent: CCOCC (ether), CCOCC (Et2O). Run at time 10 minute. Yields the product C1(CC1)CCC(=O)OCC1=CC=CC=C1 (Benzyl 3-cyclopropylpropanoate). RXN SMILES: [CH3:1]N(N=O)C(N)=O.[OH-].[Na+].[C:10]([O:16][CH2:17][C:18]1[CH:23]=[CH:22][CH:21]=[CH:20][CH:19]=1)(=[O:15])[CH2:11][CH2:12][CH:13]=[CH2:14].C(O)(=O)C>CCOCC.CC([O-])=O.CC([O-])=O.[Pd+2]>[CH:13]1([CH2:12][CH2:11][C:10]([O:16][CH2:17][C:18]2[CH:19]=[CH:20][CH:21]=[CH:22][CH:23]=2)=[O:15])[CH2:1][CH2:14]1 |f:1.2,6.7.8|. Reported procedure: N-Methyl-N-nitrosourea (6.4 g, 31 mmol) was added to an ice-cooled mixture of 10% aqueous NaOH (250 g, 625 mmol) and Et2O (300 mL), and the mixture was stirred vigorously with ice cooling for 10 minutes. The ether layer was decanted into a dry, 1 L Erlenmeyer flask, and stirred with ice cooling as a solution of the product from Example 114A (3.00 g, 15.8 mmol) in ether (60 mL) was added. The yellow solution was stirred with ice cooling as Pd(OAc)2 (30 mg, 0.134 mmol) was added. After 1 hour, ace... Starting materials: C(C)(C)(C)OP(=O)(CNC(=O)C1=CC=CC=C1)CC(C(=O)OC(C)(C)C)CCC(=O)OC(C)(C)C (di-tert-butyl 2-({(tert-butoxy)-[(phenylcarbonylamino)methyl]phosphoryl}methyl)pentane-1,5-dioate), FC(C(=O)O)(F)F (trifluoroacetic acid). Run in ClCCl (dichloromethane). Reaction conditions: time 18 hour. Product: C1(=CC=CC=C1)C(=O)NCP(=O)(O)CC(C(=O)O)CCC(=O)O (2-({[(Phenylcarbonylamino)methyl](hydroxyphosphinyl)}methyl)pentanedioic acid). Isolated yield 75.3%. As a reaction SMILES: C([O:5][P:6]([CH2:18][CH:19]([CH2:27][CH2:28][C:29]([O:31]C(C)(C)C)=[O:30])[C:20]([O:22]C(C)(C)C)=[O:21])([CH2:8][NH:9][C:10]([C:12]1[CH:17]=[CH:16][CH:15]=[CH:14][CH:13]=1)=[O:11])=[O:7])(C)(C)C.FC(F)(F)C(O)=O>ClCCl>[C:12]1([C:10]([NH:9][CH2:8][P:6]([CH2:18][CH:19]([CH2:27][CH2:28][C:29]([OH:31])=[O:30])[C:20]([OH:22])=[O:21])([OH:7])=[O:5])=[O:11])[CH:17]=[CH:16][CH:15]=[CH:14][CH:13]=1. Reported procedure: To a solution of di-tert-butyl 2-({(tert-butoxy)-[(phenylcarbonylamino)methyl]phosphoryl}methyl)pentane-1,5-dioate (1.230 g, 2.4 mmol) in dichloromethane (10 ML) was added trifluoroacetic acid (5 mL) at room temperature, and the mixture was stirred at room temperature for 18 hours. The solvent was removed under reduced pressure. The residual oil was taken up with dichloromethane (10 mL) and concentrated. This process was repeated three times to remove trifluoroacetic acid completely. The resulti... The reactants are CCO, FC(F)(F)c1cc(CBr)cc(C(F)(F)F)c1, [Na+], [OH-], O, O=C1CSC(=O)N1. Yields the product O=C1CSC(=O)N1Cc1cc(C(F)(F)F)cc(C(F)(F)F)c1. As a reaction SMILES: [CH3:26][CH2:27][OH:28].[F:10][C:11]([c:12]1[cH:13][c:14]([CH2:15][Br:16])[cH:17][c:18]([C:20]([F:21])([F:22])[F:23])[cH:19]1)([F:24])[F:25].[Na+:2].[OH-:1].[OH2:29].[S:3]1[C:4](=[O:9])[NH:5][C:6](=[O:8])[CH2:7]1>>[S:3]1[C:4](=[O:9])[N:5]([CH2:15][c:14]2[cH:13][c:12]([C:11]([F:10])([F:24])[F:25])[cH:19][c:18]([C:20]([F:21])([F:22])[F:23])[cH:17]2)[C:6](=[O:8])[CH2:7]1.